Dataset: the Open Reaction Database (ORD), a public repository of structured organic reaction records. Task: describe an organic reaction: reactants, conditions, products, and yield Starting materials: CC(c1ccccc1)N1CCC(CCO[Si](C)(C)C(C)(C)C)(Cc2ccc(F)cc2)C1=O, [F-], [NH4+]. The product is CC(c1ccccc1)N1CCC(CCO)(Cc2ccc(F)cc2)C1=O. As a reaction SMILES: [CH3:1][CH:2]([c:3]1[cH:4][cH:5][cH:6][cH:7][cH:8]1)[N:9]1[C:10](=[O:32])[C:11]([CH2:14][CH2:15][O:16][Si:17]([C:18]([CH3:19])([CH3:20])[CH3:21])([CH3:22])[CH3:23])([CH2:24][c:25]2[cH:26][cH:27][c:28]([F:31])[cH:29][cH:30]2)[CH2:12][CH2:13]1.[F-:33].[NH4+:34]>>[CH3:1][CH:2]([c:3]1[cH:4][cH:5][cH:6][cH:7][cH:8]1)[N:9]1[C:10](=[O:32])[C:11]([CH2:14][CH2:15][OH:16])([CH2:24][c:25]2[cH:26][cH:27][c:28]([F:31])[cH:29][cH:30]2)[CH2:12][CH2:13]1. Reactants: BrC=1C=C(C=CC1N1CCN(CC1)S(=O)(=O)C=1SC=CC1)C(C(F)(F)F)(C(F)(F)F)O (2-(3-Bromo-4-(4-(thiophen-2-ylsulfonyl)piperazin-1-yl)phenyl)-1,1,1,3,3,3-hexafluoro-2-propanol), C(C)(C)(C)OC(=O)NCC#C (N-(tert-butoxycarbonyl)propargylamine). Product: S1C(=CC=C1)S(=O)(=O)N1CCN(CC1)C1=C(C=C(C=C1)C(C(F)(F)F)(C(F)(F)F)O)C#CCNC(OC(C)(C)C)=O (tert-butyl (3-(2-(4-(2-thiophenylsulfonyl)-1-piperazinyl)-5-(2,2,2-trifluoro-1-hydroxy-1-(trifluoromethyl)ethyl)phenyl)-2-propyn-1-yl)carbamate). RXN SMILES: Br[C:2]1[CH:3]=[C:4]([C:22]([OH:31])([C:27]([F:30])([F:29])[F:28])[C:23]([F:26])([F:25])[F:24])[CH:5]=[CH:6][C:7]=1[N:8]1[CH2:13][CH2:12][N:11]([S:14]([C:17]2[S:18][CH:19]=[CH:20][CH:21]=2)(=[O:16])=[O:15])[CH2:10][CH2:9]1.[C:32]([O:36][C:37]([NH:39][CH2:40][C:41]#[CH:42])=[O:38])([CH3:35])([CH3:34])[CH3:33]>>[S:18]1[CH:19]=[CH:20][CH:21]=[C:17]1[S:14]([N:11]1[CH2:12][CH2:13][N:8]([C:7]2[CH:6]=[CH:5][C:4]([C:22]([OH:31])([C:27]([F:30])([F:29])[F:28])[C:23]([F:26])([F:25])[F:24])=[CH:3][C:2]=2[C:42]#[C:41][CH2:40][NH:39][C:37](=[O:38])[O:36][C:32]([CH3:34])([CH3:33])[CH3:35])[CH2:9][CH2:10]1)(=[O:16])=[O:15]. Procedure details: Following the procedure outlined for Example 152, 2-(3-Bromo-4-(4-(thiophen-2-ylsulfonyl)piperazin-1-yl)phenyl)-1,1,1,3,3,3-hexafluoro-2-propanol (Example 69) was coupled to N-(tert-butoxycarbonyl)propargylamine (Aldrich, St. Louis, Mo.) to afford tert-butyl (3-(2-(4-(2-thiophenylsulfonyl)-1-piperazinyl)-5-(2,2,2-trifluoro-1-hydroxy-1-(trifluoromethyl)ethyl)phenyl)-2-propyn-1-yl)carbamate after purification via column chromatography on silica gel (10 to 40% EtOAc in hexanes). 1H NMR (400 MHz, DM... Reactants: CC(C)C (isobutane), C(C)(C)(C)OO (tertiary butyl hydroperoxide), CC(C)=C (isobutylene). Solvent: C(C)(C)(C)O (tertiary butyl alcohol). Product: C(C)(C)(C)OOC(C)(C)C (ditertiary butyl peroxide). RXN SMILES: [CH3:1][CH:2]([CH3:4])[CH3:3].[C:5]([O:9][OH:10])([CH3:8])([CH3:7])[CH3:6].CC(=C)C>C(O)(C)(C)C>[C:2]([O:10][O:9][C:5]([CH3:8])([CH3:7])[CH3:6])([CH3:4])([CH3:3])[CH3:1]. Procedure details: In practice of the invention as set forth in FIG. 2, effluent from a reactor wherein debutanized isobutane oxidate comprised of tertiary butyl hydroperoxide and tertiary butyl alcohol is reacted with isobutylene to form ditertiary butyl peroxide is combined with an azeotropic ditertiary butyl peroxide and tertiary butyl alcohol stream and fed to dehydration zone 102 via line 101. Dehydration zone 102 is a reactor distillation column provided with a central packed bed 103 of zeolite H--Y catalyst... The reactants are N#Cc1ccc(Br)cn1, CN(C)C=O, c1c[nH]cn1. The product is N#Cc1ccc(-n2ccnc2)cn1. RXN SMILES: [Br:1][c:2]1[cH:3][cH:4][c:5]([C:8]#[N:9])[n:6][cH:7]1.[CH3:15][N:16]([CH3:17])[CH:18]=[O:19].[nH:10]1[cH:11][n:12][cH:13][cH:14]1>>[c:2]1(-[n:10]2[cH:11][n:12][cH:13][cH:14]2)[cH:3][cH:4][c:5]([C:8]#[N:9])[n:6][cH:7]1. The reactants are C(C)(C)(C)OC(=O)N1CCC(CC1)NC1=CC(=CC=C1)C1=NC(=NC=C1)Cl (4-[3-(2-Chloro-pyrimidin-4-yl)-phenylamino]-piperidine-1-carboxylic acid tert-butyl ester), S1C(=CC=C1)CCN (2-thiophen-2-yl-ethylamine), 380. The product is N1CCC(CC1)NC=1C=C(C=CC1)C1=NC(=NC=C1)NCCC=1SC=CC1 ({4-[3-(Piperidin-4-ylamino)-phenyl]-pyrimidin-2-yl}-(2-thiophen-2-yl-ethyl)-amine). Reaction SMILES: C(OC([N:8]1[CH2:13][CH2:12][CH:11]([NH:14][C:15]2[CH:20]=[CH:19][CH:18]=[C:17]([C:21]3[CH:26]=[CH:25][N:24]=[C:23](Cl)[N:22]=3)[CH:16]=2)[CH2:10][CH2:9]1)=O)(C)(C)C.[S:28]1[CH:32]=[CH:31][CH:30]=[C:29]1[CH2:33][CH2:34][NH2:35]>>[NH:8]1[CH2:9][CH2:10][CH:11]([NH:14][C:15]2[CH:16]=[C:17]([C:21]3[CH:26]=[CH:25][N:24]=[C:23]([NH:35][CH2:34][CH2:33][C:29]4[S:28][CH:32]=[CH:31][CH:30]=4)[N:22]=3)[CH:18]=[CH:19][CH:20]=2)[CH2:12][CH2:13]1. Procedure: Intermediate 7 was coupled with 2-thiophen-2-yl-ethylamine by procedure F and the resulting product deprotected by procedure G. LC-MS showed the product had the expected M+H+ of 380. 1H NMR (Varian 300 MHz, CD3OD, shifts relative to the solvent peak at 3.3 ppm) δ 8.28 (d, 1H) 6.8-7.5 (m, 8H) 4.85 (m, 1H) 3.9 (m, 2H) 3.7 (m, 2H) 3.1-3.5 (m, 4H) 2.2-2.3 (m, 2H) 2.28 (m, 2H) 1.6-1.8 (m, 2H).